Dataset: the Open Reaction Database (ORD), a public repository of structured organic reaction records. Task: describe an organic reaction: reactants, conditions, products, and yield Starting materials: C(C)(C)C=1C=C(C=O)C=C(C1OC)C(C)C (3,5-Diisopropyl-4-methoxybenzaldehyde), BrC=1C=C2CC(NC2=CC1)=O (5-bromo-2-oxindole). Product: BrC=1C=C2C(C(NC2=CC1)=O)=CC1=CC(=C(C(=C1)C(C)C)OC)C(C)C (5-bromo-3-(3,5-diisopropyl-4-methoxybenzylidene)-1,3-dihydroindol-2-one). Reaction SMILES: [CH:1]([C:4]1[CH:5]=[C:6]([CH:9]=[C:10]([CH:14]([CH3:16])[CH3:15])[C:11]=1[O:12][CH3:13])[CH:7]=O)([CH3:3])[CH3:2].[Br:17][C:18]1[CH:19]=[C:20]2[C:24](=[CH:25][CH:26]=1)[NH:23][C:22](=[O:27])[CH2:21]2>>[Br:17][C:18]1[CH:19]=[C:20]2[C:24](=[CH:25][CH:26]=1)[NH:23][C:22](=[O:27])[C:21]2=[CH:7][C:6]1[CH:5]=[C:4]([CH:1]([CH3:3])[CH3:2])[C:11]([O:12][CH3:13])=[C:10]([CH:14]([CH3:16])[CH3:15])[CH:9]=1. Procedure: 3,5-Diisopropyl-4-methoxybenzaldehyde was condensed with 5-bromo-2-oxindole to give 0.3 g of 5-bromo-3-(3,5-diisopropyl-4-methoxybenzylidene)-1,3-dihydroindol-2-one as a yellow-orange solid.